This data is from the Open Reaction Database (ORD), a public repository of structured organic reaction records. The task is: describe an organic reaction: reactants, conditions, products, and yield The reactants are [N+](=O)([O-])C1=CC=C(C=C1)OC(\C=C/C=C(C1=CC(=CC=C1)OC)C1=CC(=CC=C1)OC)=O ((Z)-5,5-bis(3-methoxyphenyl)-2,4-pentadienoic acid 4-nitrophenyl ester), N1=CC(=CC=C1)CCCCN (3-pyridinebutanamine), C1(=CC=C(C=C1)C(=C/C=C/C(=O)NCCCCC=1C=NC=CC1)C1=CC=C(C=C1)C1=CC=CC=C1)C1=CC=CC=C1 ((E)-5,5-bis[(1,1'-Biphenyl)-4-y1]-N-[4-(3-pyridinyl)butyl]-2,4-pentadienamide). Solvent: O1CCCC1 (tetrahydrofuran). Yields the product COC=1C=C(C=CC1)C(=C\C=C/C(=O)NCCCCC=1C=NC=CC1)C1=CC(=CC=C1)OC ((Z)-5,5-bis(3-methoxyphenyl)-N-[4-(3-pyridinyl)-butyl]-2,4-pentadienamide). Isolated yield 39.0%. As a reaction SMILES: [N+](C1C=CC([O:10][C:11](=O)/[CH:12]=[CH:13]\[CH:14]=[C:15]([C:24]2[CH:29]=[CH:28][CH:27]=[C:26]([O:30][CH3:31])[CH:25]=2)[C:16]2[CH:21]=[CH:20][CH:19]=[C:18]([O:22][CH3:23])[CH:17]=2)=CC=1)([O-])=O.[N:33]1[CH:38]=[CH:37][CH:36]=[C:35]([CH2:39][CH2:40][CH2:41][CH2:42][NH2:43])[CH:34]=1.C1(C2C=CC=CC=2)C=CC(C(C2C=CC(C3C=CC=CC=3)=CC=2)=C/C=C/C(NCCCCC2C=NC=CC=2)=O)=CC=1>O1CCCC1>[CH3:23][O:22][C:18]1[CH:17]=[C:16]([C:15]([C:24]2[CH:29]=[CH:28][CH:27]=[C:26]([O:30][CH3:31])[CH:25]=2)=[CH:14]/[CH:13]=[CH:12]\[C:11]([NH:43][CH2:42][CH2:41][CH2:40][CH2:39][C:35]2[CH:34]=[N:33][CH:38]=[CH:37][CH:36]=2)=[O:10])[CH:21]=[CH:20][CH:19]=1. Reported procedure: As in Example 134, a solution of (Z)-5,5-bis(3-methoxyphenyl)-2,4-pentadienoic acid 4-nitrophenyl ester (1.2 g) and 3-pyridinebutanamine (0.42 g) in tetrahydrofuran (7 mL) was stirred at room temperature for 1 hour. The crude amide that had been isolated in the usual way, was contaminated with a minor amount of the (E)-isomer. The mixture was separated by HPLC (ethyl acetate) and the desired product was crystallized from ether (2×) to yield 0.48 g of (Z)-5,5-bis(3-methoxyphenyl)-N-[4-(3-pyridiny... The reactants are FC1=CC=C(C=C1)C (4-Fluorotoluene), [N+](=O)(O)[O-] (nitric acid), S(O)(O)(=O)=O (sulfuric acid). Reaction conditions: temperature 100 celsius. Yields the product FC1=CC(=C(C=C1)C)[N+](=O)[O-] (4-fluoro-2-nitrotoluene). Yield: 81.1%. As a reaction SMILES: [F:1][C:2]1[CH:7]=[CH:6][C:5]([CH3:8])=[CH:4][CH:3]=1.[N+:9]([O-])([OH:11])=[O:10].S(=O)(=O)(O)O>>[F:1][C:2]1[CH:7]=[CH:6][C:5]([CH3:8])=[C:4]([N+:9]([O-:11])=[O:10])[CH:3]=1. Procedure details: 4-Fluorotoluene (14 g) is added slowly with stirring to a solution of fuming nitric acid (18 g) and concentrated sulfuric acid (30 g) over 30 minutes and alternately warmed and cooled to keep the temperature between 40 and 50° C. This is followed by heating at 100° C. for 30 minutes more. The organic material is cooled and extracted with methylene chloride to give 16 g of 4-fluoro-2-nitrotoluene. Reactants: BrC1=CC(=C(C=C1)C(=O)N1CCN(CC1)C1=NC=C(C=C1C)C)C ((4-bromo-2-methylphenyl)[4-(3,5-dimethylpyridin-2-yl)piperazin-1-yl]methanone), C(C)(C)[C@H]1NC(OC1(C)C)=O ((R)-(+)-4-isopropyl-5,5-dimethyloxazolidin-2-one). Yields the product CC=1C(=NC=C(C1)C)N1CCN(CC1)C(=O)C1=C(C=C(C=C1)N1C(OC([C@H]1C(C)C)(C)C)=O)C ((R)-3-{4-[4-(3,5-dimethylpyridin-2-yl)piperazine-1-carbonyl]-3-methylphenyl}-4-isopropyl-5,5-dimethyloxazolidin-2-one). Isolated yield 3.4%. RXN SMILES: Br[C:2]1[CH:7]=[CH:6][C:5]([C:8]([N:10]2[CH2:15][CH2:14][N:13]([C:16]3[C:21]([CH3:22])=[CH:20][C:19]([CH3:23])=[CH:18][N:17]=3)[CH2:12][CH2:11]2)=[O:9])=[C:4]([CH3:24])[CH:3]=1.[CH:25]([C@@H:28]1[C:32]([CH3:34])([CH3:33])[O:31][C:30](=[O:35])[NH:29]1)([CH3:27])[CH3:26]>>[CH3:22][C:21]1[C:16]([N:13]2[CH2:14][CH2:15][N:10]([C:8]([C:5]3[CH:6]=[CH:7][C:2]([N:29]4[C@H:28]([CH:25]([CH3:26])[CH3:27])[C:32]([CH3:33])([CH3:34])[O:31][C:30]4=[O:35])=[CH:3][C:4]=3[CH3:24])=[O:9])[CH2:11][CH2:12]2)=[N:17][CH:18]=[C:19]([CH3:23])[CH:20]=1. Procedure details: By reaction and treatment in the same manner as in Example 1 and using (4-bromo-2-methylphenyl)[4-(3,5-dimethylpyridin-2-yl)piperazin-1-yl]methanone (867 mg) described in Preparation Example 67 and (R)-(+)-4-isopropyl-5,5-dimethyloxazolidin-2-one (409 mg), the title compound (35 mg) was obtained. The reactants are C1(=CC=C(C=C1)S(=O)(=O)Cl)C (para-toluenesulfonylchloride), C1(CC=CC1)CCO (2-(cyclopent-3-en-1-yl)ethyl alcohol), N1=CC=CC=C1 (pyridine). Conditions: time 2 hour. The product is C=1(C(=CC=CC1)S(=O)(=O)OCCC1CC=CC1)C (2-(Cyclopent-3-en-1-yl)ethyl toluenesulfonate). The yield is 60.8%. As a reaction SMILES: [C:1]1(C)[CH:6]=[CH:5][C:4]([S:7](Cl)(=[O:9])=[O:8])=[CH:3][CH:2]=1.[CH:12]1([CH2:17][CH2:18][OH:19])[CH2:16][CH:15]=[CH:14][CH2:13]1.N1C=CC=C[CH:21]=1>>[C:3]1([CH3:21])[C:4]([S:7]([O:19][CH2:18][CH2:17][CH:12]2[CH2:16][CH:15]=[CH:14][CH2:13]2)(=[O:8])=[O:9])=[CH:5][CH:6]=[CH:1][CH:2]=1. Procedure details: A para-toluenesulfonylchloride (3.81 g, 20 mmol) was added to the pyridine (30 ml) solution of 2-(cyclopent-3-en-1-yl)ethyl alcohol (2.24 g, 20 mmol) and then the reaction mixture was stirred at room temperature for 2 hrs. After the removement of pyridine, the residue was extracted with dichloromethane, washed with 1N HCl, dried, filtered and separated by column chromatography to give a desirable product (3.24 g). Starting materials: BrC1=CC=CC(=N1)C=O (6-bromo-2-pyridinecarboxaldehyde), CC1CCNCC1 (4-methylpiperidine). Run in C(Cl)Cl (CH2Cl2). Product: BrC1=NC(=CC=C1)CN1CCC(CC1)C (2-bromo-6-[(4-methyl)piperidinylmethyl]pyridine). RXN SMILES: [Br:1][C:2]1[N:7]=[C:6]([CH:8]=O)[CH:5]=[CH:4][CH:3]=1.[CH3:10][CH:11]1[CH2:16][CH2:15][NH:14][CH2:13][CH2:12]1>C(Cl)Cl>[Br:1][C:2]1[CH:3]=[CH:4][CH:5]=[C:6]([CH2:8][N:14]2[CH2:15][CH2:16][CH:11]([CH3:10])[CH2:12][CH2:13]2)[N:7]=1. Procedure: 5] To 6-bromo-2-pyridinecarboxaldehyde (400 mg, 2.15 mmol) was added 4-methylpiperidine (0.4 mL, 3.22 mmol) in dry CH2Cl2 (10 mL) to give 2-bromo-6-[(4-methyl)piperidinylmethyl]pyridine as a white solid. MS m/z: 269.4 (M+H). Calc'd for C12H17BrN2: 269.18. Reactants: CC1=C(OC2=C(C=C(C(=C2Cl)C)[N+](=O)[O-])C)C=CC(=C1)C (4-(2,4-dimethylphenoxy)-3,6-dimethyl-5-chloronitrobenzene). Reagents/catalysts: [Pt] (platinum on carbon). Solvent: C1(=CC=CC=C1)C (toluene). Conditions: time 4.5 hour. Yields the product CC1=C(OC2=C(C=C(N)C(=C2Cl)C)C)C=CC(=C1)C (4-(2,4-dimethylphenoxy)-3,6-dimethyl-5-chloroaniline). RXN SMILES: [CH3:1][C:2]1[CH:20]=[C:19]([CH3:21])[CH:18]=[CH:17][C:3]=1[O:4][C:5]1[C:10]([Cl:11])=[C:9]([CH3:12])[C:8]([N+:13]([O-])=O)=[CH:7][C:6]=1[CH3:16]>C1(C)C=CC=CC=1.[Pt]>[CH3:1][C:2]1[CH:20]=[C:19]([CH3:21])[CH:18]=[CH:17][C:3]=1[O:4][C:5]1[C:10]([Cl:11])=[C:9]([CH3:12])[C:8]([NH2:13])=[CH:7][C:6]=1[CH3:16]. Procedure: To a solution of 4-(2,4-dimethylphenoxy)-3,6-dimethyl-5-chloronitrobenzene (25 g, 81.8 mmol) in toluene (250 ml) was added 5% platinum on carbon (1.0 g). The resulting mixture was subjected to hydrogenation at 20 psi. After 4.5 hours, the reaction mixture was filtered through celite and concentrated to given an oil (24.5 g). It turned to a pinkish solid after high vacuum drying; mp 86°~88° C. The reactants are ice water, C1(=CC=CC=C1)OC (anisole), [Cl-].COC(C1=CC=C(C(=O)O)C=C1)=O (terephtalic acid-methyl ester-chloride), [Cl-].[Al+3].[Cl-].[Cl-] (aluminium chloride). The product is COC(=O)C1=CC=C(C(=O)C2=C(C=CC=C2)OC)C=C1 (4-methoxycarbonyl-2'-methoxybenzophenone). Reaction SMILES: [C:1]1([O:7][CH3:8])[CH:6]=[CH:5][CH:4]=[CH:3][CH:2]=1.[Cl-].[CH3:10][O:11][C:12](=[O:22])[C:13]1[CH:21]=[CH:20][C:16]([C:17](O)=[O:18])=[CH:15][CH:14]=1.[Cl-].[Al+3].[Cl-].[Cl-]>>[CH3:10][O:11][C:12]([C:13]1[CH:21]=[CH:20][C:16]([C:17]([C:2]2[CH:3]=[CH:4][CH:5]=[CH:6][C:1]=2[O:7][CH3:8])=[O:18])=[CH:15][CH:14]=1)=[O:22] |f:1.2,3.4.5.6|. Procedure details: To a mixture of anisole (216 g) and terephtalic acid-methyl ester-chloride (99 g) was added aluminium chloride (200 g) at 0° C. in an amount of 1/3 to 1/4 at a time. In that case, temperature was kept to 25° C. or less, and it took from 45 minutes to 1 hour for addition. The temperature returned to room temperature after 30 minutes from termination of addition, and after stirring for 1.5 hours to 2 hours, the pink colored precipitate was obtained by pouring ice-water. The precipitate was separat...